Dataset: the Open Reaction Database (ORD), a public repository of structured organic reaction records. Task: describe an organic reaction: reactants, conditions, products, and yield The reactants are C(C1=CC=CC=C1)N1CCC(CC1)N(CCCO)CCO (1-benzyl-4-[(2-hydroxy-ethyl)-(3-hydroxy-propyl)-amino]-piperidine), [H][H] (hydrogen). Reagents/catalysts: [Pd] (palladium/charcoal). The solvent is CO (methanol). Product: OCCN(C1CCNCC1)CCCO (4-[(2-hydroxy-ethyl)-(3-hydroxy-propyl)-amino]-piperidine). RXN SMILES: C([N:8]1[CH2:13][CH2:12][CH:11]([N:14]([CH2:19][CH2:20][OH:21])[CH2:15][CH2:16][CH2:17][OH:18])[CH2:10][CH2:9]1)C1C=CC=CC=1.[H][H]>CO.[Pd]>[OH:21][CH2:20][CH2:19][N:14]([CH2:15][CH2:16][CH2:17][OH:18])[CH:11]1[CH2:10][CH2:9][NH:8][CH2:13][CH2:12]1. Procedure: 13.3 g of 1-benzyl-4-[(2-hydroxy-ethyl)-(3-hydroxy-propyl)-amino]-piperidine are combined with 1.5 g of 10% palladium/charcoal in 150 ml of methanol and hydrogenated at ambient temperature for 18 hours under 5 bars of hydrogen. The catalyst is renewed after 8 and 15 hours. Then the catalyst is filtered off and the filtrate, the solvent, is eliminated in vacuo. 4-[(2-hydroxy-ethyl)-(3-hydroxy-propyl)-amino]-piperidine is obtained as an oil, which is used without further purification for the next ... The reactants are NC1=NC2=NC=C(N=C2C(=N1)N)CN(C1=CC=CC=C1)C1=CC=CC=C1 (N-[(2,4-diaminopteridin-6-yl)methyl]-N,N-diphenylamine), Br.NC=1N=C(C2=C(N1)C=CC(=N2)CBr)N (2,4-diamino-6-bromomethylpyrido[3,2-d]pyrimidine hydrobromide), C1=CC=CC=2C3=CC=CC=C3NC12 (carbazole), [H-].[Na+] (NaH). Product: NC=1N=C(C2=C(N1)C=CC(=N2)CN2C1=CC=CC=C1C=1C=CC=CC21)N (N-[(2,4-Diaminopyrido[3,2-d]pyrimidin-6-yl)methyl]carbazole). RXN SMILES: [NH2:1][C:2]1[N:11]=[C:10]([NH2:12])[C:9]2[C:4](=N[CH:6]=[C:7]([CH2:13][N:14]([C:21]3[CH:26]=[CH:25][CH:24]=[CH:23][CH:22]=3)[C:15]3[CH:20]=[CH:19][CH:18]=[CH:17][CH:16]=3)[N:8]=2)[N:3]=1.[CH:27]1C2NC3C(=CC=CC=3)C=2C=CC=1.[H-].[Na+].Br.NC1N=C(N)C2N=C(CBr)C=CC=2N=1>>[NH2:1][C:2]1[N:11]=[C:10]([NH2:12])[C:9]2[N:8]=[C:7]([CH2:13][N:14]3[C:21]4[CH:22]=[CH:23][CH:24]=[CH:25][C:26]=4[C:16]4[C:15]3=[CH:20][CH:19]=[CH:18][CH:17]=4)[CH:6]=[CH:27][C:4]=2[N:3]=1 |f:2.3,4.5|. Reported procedure: N-[(2,4-Diaminopyrido[3,2-d]pyrimidin-6-yl)methyl]carbazole (Formula I: Ar=2,4-diaminopyrido[2,3-d]pyrimidin-6-yl; W=CH2; X=N; Z=chemical bond; m=n=0) is prepared similarly to N-[(2,4-diaminopteridin-6-yl)methyl]-N,N-diphenylamine as disclosed above by using carbazole (129 mg, 0.77 mmol), NaH (50 mg, 2.1 mmol), and 2,4-diamino-6-bromomethylpyrido[3,2-d]pyrimidine hydrobromide (100 mg, 0.3 mmol). The product can be purified by chromatography.